describe an organic reaction: reactants, conditions, products, and yield From a dataset of the Open Reaction Database (ORD), a public repository of structured organic reaction records. Reactants: C1(=CC=C(C=C1)S(=O)(=O)[O-])C.C(C)[N+]1=C(OC2=C1C=C(C=C2)NS(=O)(=O)CCCCCC)C (3-ethyl-5-hexylsulfonamido-2-methylbenzoxazolium p-toluenesulfonate), C1(=CC=CC=C1)N(C=N)C1=CC=CC=C1 (N,N-diphenylformamidine). Solvent: CC(=O)C (acetone). Run at time 25 minute. Product: C1(=CC=C(C=C1)S(=O)(=O)[O-])C.N(C1=CC=CC=C1)C=CC=1OC2=C([N+]1CC)C=C(C=C2)NS(=O)(=O)CCCCCC (2-(2-anilinovinyl)-3-ethyl-5-hexylsulfonamidobenzoxazolium p-toluenesulfonate). Yield: 87.8%. As a reaction SMILES: [C:1]1([CH3:11])[CH:6]=[CH:5][C:4]([S:7]([O-:10])(=[O:9])=[O:8])=[CH:3][CH:2]=1.[CH2:12]([N+:14]1[C:18]2[CH:19]=[C:20]([NH:23][S:24]([CH2:27][CH2:28][CH2:29][CH2:30][CH2:31][CH3:32])(=[O:26])=[O:25])[CH:21]=[CH:22][C:17]=2[O:16][C:15]=1[CH3:33])[CH3:13].[C:34]1([N:40](C2C=CC=CC=2)[CH:41]=N)[CH:39]=[CH:38][CH:37]=[CH:36][CH:35]=1>CC(C)=O>[C:1]1([CH3:11])[CH:2]=[CH:3][C:4]([S:7]([O-:10])(=[O:8])=[O:9])=[CH:5][CH:6]=1.[NH:40]([CH:41]=[CH:33][C:15]1[O:16][C:17]2[CH:22]=[CH:21][C:20]([NH:23][S:24]([CH2:27][CH2:28][CH2:29][CH2:30][CH2:31][CH3:32])(=[O:25])=[O:26])=[CH:19][C:18]=2[N+:14]=1[CH2:12][CH3:13])[C:34]1[CH:39]=[CH:38][CH:37]=[CH:36][CH:35]=1 |f:0.1,4.5|. Procedure: A combination of 10 g Intermediate B and 8 g N,N-diphenylformamidine was thoroughly mixed and heated with stirring at 150°-160° C. for 25 minutes. The flask was then fitted with a condenser and 50 ml hot acetone was cautiously added. An orange precipitate formed. The flask was removed from the heat, cooled, and chilled in ice. After 1 hour, the reddish precipitate was filtered off and discarded. The filtrate was poured into 300 ml diethyl ether and stirred for 2 hors. The resulting yellow-orange... Starting materials: C([O-])([O-])=O.[K+].[K+] (potassium carbonate), N(=O)[O-].[Na+] (sodium nitrite), diazonium salt, [C-]#N.[K+] (potassium cyanide), Cl (hydrochloric acid), CC1=C(C=CC(=C1)C(F)(F)F)N (2-methyl-4-(trifluoromethyl)benzenamine). The reagents and catalysts are O.O.O.O.O.S(=O)(=O)([O-])[O-].[Cu+2] (copper sulfate pentahydrate). The solvent is O (water), O (water), CCOCC (Ether), O (water), O (water). Reaction conditions: temperature 5 celsius. The product is CC1=C(C#N)C=CC(=C1)C(F)(F)F (2-methyl-4-(trifluoromethyl)benzonitrile). Isolated yield 88.4%. RXN SMILES: Cl.[CH3:2][C:3]1[CH:8]=[C:7]([C:9]([F:12])([F:11])[F:10])[CH:6]=[CH:5][C:4]=1N.N([O-])=O.[Na+].C(=O)([O-])[O-].[K+].[K+].[C-:24]#[N:25].[K+]>O.O.O.O.O.O.S([O-])([O-])(=O)=O.[Cu+2].CCOCC>[CH3:2][C:3]1[CH:8]=[C:7]([C:9]([F:12])([F:11])[F:10])[CH:6]=[CH:5][C:4]=1[C:24]#[N:25] |f:2.3,4.5.6,7.8,10.11.12.13.14.15.16|. Procedure details: Concentrated hydrochloric acid (16 mL) was added dropwise at a moderate rate to a heterogeneous mixture of 2-methyl-4-(trifluoromethyl)benzenamine (14 g, 80 mmol) and 120 mL of water while stirring vigorously. A thick suspension resulted which was stirred for 20 minutes, diluted with 280 mL of water and cooled to 5° C. A solution of sodium nitrite (5.5 g, 80 mmol) and 25 mL of water was added slowly to the reaction suspension. After stirring for 30 minutes at 5° C. a solution resulted which was ...